From a dataset of the Open Reaction Database (ORD), a public repository of structured organic reaction records. describe an organic reaction: reactants, conditions, products, and yield Starting materials: C(C)(C)(C)O[C@H](C(=O)OCC)C1=C(C2=CC=C(C=C2C(=C1C)F)Cl)O ((S)-ethyl 2-tert-butoxy-2-(6-chloro-4-fluoro-1-hydroxy-3-methylnaphthalen-2-yl)acetate), C(C)(C)(C)O[C@H](C(=O)OCC)C1=C(C2=CC(=CC(=C2C=C1C)F)F)OS(=O)(=O)C(F)(F)F ((S)-ethyl 2-tert-butoxy-2-(5,7-difluoro-3-methyl-1-(trifluoromethylsulfonyloxy)naphthalen-2-yl)acetate). The product is C(C)(C)(C)O[C@H](C(=O)OCC)C1=C(C2=CC(=CC(=C2C(=C1C)F)F)F)O ((S)-ethyl 2-tert-butoxy-2-(4,5,7-trifluoro-1-hydroxy-3-methylnaphthalen-2-yl)acetate). As a reaction SMILES: C(O[C@@H](C1C(C)=C([F:23])C2C(=CC=C(Cl)C=2)C=1O)C(OCC)=O)(C)(C)C.[C:26]([O:30][C@@H:31]([C:37]1[C:46]([CH3:47])=[CH:45][C:44]2[C:39](=[CH:40][C:41]([F:49])=[CH:42][C:43]=2[F:48])[C:38]=1[O:50]S(C(F)(F)F)(=O)=O)[C:32]([O:34][CH2:35][CH3:36])=[O:33])([CH3:29])([CH3:28])[CH3:27]>>[C:26]([O:30][C@@H:31]([C:37]1[C:46]([CH3:47])=[C:45]([F:23])[C:44]2[C:39](=[CH:40][C:41]([F:49])=[CH:42][C:43]=2[F:48])[C:38]=1[OH:50])[C:32]([O:34][CH2:35][CH3:36])=[O:33])([CH3:27])([CH3:29])[CH3:28]. Procedure: (S)-ethyl 2-tert-butoxy-2-(4,5,7-trifluoro-1-hydroxy-3-methylnaphthalen-2-yl)acetate was prepared in a similar way as (S)-ethyl 2-tert-butoxy-2-(6-chloro-4-fluoro-1-hydroxy-3-methylnaphthalen-2-yl)acetate in Example 7 except (S)-ethyl 2-tert-butoxy-2-(5,7-difluoro-3-methyl-1-(trifluoromethylsulfonyloxy)naphthalen-2-yl)acetate was used instead of (S)-ethyl 2-tert-butoxy-2-(6-chloro-1-hydroxy-3-methylnaphthalen-2-yl)acetate. Reactants: C1=CC=C2C=CN=C3C2=C1N1C=CC=C1C3=O (7H-indolizino[5,6,7-ij]isoquinolin-7-one), Cl.NO (hydroxylamine hydrochloride), O (water). Solvent: N1=CC=CC=C1 (pyridine). Yields the product ON=C1C2=CC=CN2C=2C=CC=C3C=CN=C1C23 (7-hydroxyimino-7H-indolizino[5,6,7-ij]isoquinoline). Yield: 90.9%. Reaction SMILES: [CH:1]1[C:10]2[N:11]3[C:15]([C:16](=O)[C:8]4[C:9]=2[C:4]([CH:5]=[CH:6][N:7]=4)=[CH:3][CH:2]=1)=[CH:14][CH:13]=[CH:12]3.Cl.[NH2:19][OH:20].O>N1C=CC=CC=1>[OH:20][N:19]=[C:16]1[C:8]2[C:9]3[C:4]([CH:5]=[CH:6][N:7]=2)=[CH:3][CH:2]=[CH:1][C:10]=3[N:11]2[C:15]1=[CH:14][CH:13]=[CH:12]2 |f:1.2|. Reported procedure: A solution of 7H-indolizino[5,6,7-ij]isoquinolin-7-one (28 g.) and hydroxylamine hydrochloride (28 g.) in pyridine (560 cc.) is maintained at the boiling point, with stirring. The brown solution thus obtained is poured into water (3.92 liters). After stirring for 3 hours, the mustard yellow crystals obtained are filtered off and then washed copiously with water. After drying, 7-hydroxyimino-7H-indolizino[5,6,7-ij]isoquinoline (27.2 g.), melting at 254° C. with decomposition, is obtained. After r...